Dataset: the Open Reaction Database (ORD), a public repository of structured organic reaction records. Task: describe an organic reaction: reactants, conditions, products, and yield The reactants are BrC1=CC2=C([C@]3(CCC(N[C@@H]3CC2)=O)C)C=C1 ((+)-(4aR)-(10bR)-8-bromo-10b-methyl-1,2,3,4,4a,5,6,10b-octahydrobenzo[f]quinolin-3-one), [N+](=O)([O-])C=1C=C(C=CC1)B(O)O (3-nitrophenylboronic acid), C([O-])([O-])=O.[Na+].[Na+] (sodium carbonate), C1(=CC=CC=C1)C (toluene). The reagents and catalysts are [Pd].C1(=CC=CC=C1)P(C1=CC=CC=C1)C1=CC=CC=C1.C1(=CC=CC=C1)P(C1=CC=CC=C1)C1=CC=CC=C1.C1(=CC=CC=C1)P(C1=CC=CC=C1)C1=CC=CC=C1.C1(=CC=CC=C1)P(C1=CC=CC=C1)C1=CC=CC=C1 (tetrakis(triphenylphosphine) palladium (0)). Solvent: ClCCl (dichloromethane). Yields the product [N+](=O)([O-])C=1C=C(C=CC1)C1=CC2=C([C@]3(CCC(N[C@@H]3CC2)=O)C)C=C1 ((+)-(4aR)-(10bR)-8-(3-nitrophenyl)-10b-methyl-1,2,3,4,4a,-5,6,10b-octahydrobenzo[f]quinolin-3-one). Yield: 79.7%. RXN SMILES: Br[C:2]1[CH:17]=[CH:16][C:5]2[C@:6]3([CH3:15])[C@@H:11]([CH2:12][CH2:13][C:4]=2[CH:3]=1)[NH:10][C:9](=[O:14])[CH2:8][CH2:7]3.[N+:18]([C:21]1[CH:22]=[C:23](B(O)O)[CH:24]=[CH:25][CH:26]=1)([O-:20])=[O:19].C(=O)([O-])[O-].[Na+].[Na+].C1(C)C=CC=CC=1>ClCCl.[Pd].C1(P(C2C=CC=CC=2)C2C=CC=CC=2)C=CC=CC=1.C1(P(C2C=CC=CC=2)C2C=CC=CC=2)C=CC=CC=1.C1(P(C2C=CC=CC=2)C2C=CC=CC=2)C=CC=CC=1.C1(P(C2C=CC=CC=2)C2C=CC=CC=2)C=CC=CC=1>[N+:18]([C:21]1[CH:26]=[C:25]([C:2]2[CH:17]=[CH:16][C:5]3[C@:6]4([CH3:15])[C@@H:11]([CH2:12][CH2:13][C:4]=3[CH:3]=2)[NH:10][C:9](=[O:14])[CH2:8][CH2:7]4)[CH:24]=[CH:23][CH:22]=1)([O-:20])=[O:19] |f:2.3.4,7.8.9.10.11|. Procedure: A 15 mL round bottom flask was charged with (+)-(4aR)-(10bR)-8-bromo-10b-methyl-1,2,3,4,4a,5,6,10b-octahydrobenzo[f]quinolin-3-one (500 mg, 1.70 mmol), tetrakis(triphenylphosphine) palladium (0) (80 mg, 0.07 mmol), 3-nitrophenylboronic acid (426 mg, 2.55 mmol), 2.4 mL of 2M sodium carbonate and 4 mL of toluene, fitted with a reflux condenser, and the stirred mixture was heated at 80°, under nitrogen, for 24 h. The mixture was cooled, diluted with dichloromethane (200 mL) and washed with brine (2... The reactants are [Cl-], Cl, [Na+], [OH-], O, O, Cn1nnc2c([N+](=O)[O-])cc3nc(O)c(O)nc3c21. Product: Cn1nnc2c(N)cc3nc(O)c(O)nc3c21. Reaction SMILES: [Cl-:3].[ClH:23].[Na+:25].[OH-:24].[OH2:1].[OH2:2].[OH:4][c:5]1[n:6][c:7]2[cH:8][c:9]([N+:20]([O-:21])=[O:22])[c:10]3[c:11]([c:12]2[n:13][c:14]1[OH:15])[n:16]([CH3:19])[n:17][n:18]3>>[OH:4][c:5]1[n:6][c:7]2[cH:8][c:9]([NH2:20])[c:10]3[c:11]([c:12]2[n:13][c:14]1[OH:15])[n:16]([CH3:19])[n:17][n:18]3.